This data is from the Open Reaction Database (ORD), a public repository of structured organic reaction records. The task is: describe an organic reaction: reactants, conditions, products, and yield Starting materials: C(=O)C=C1C(CCCC1)(C(NC)=S)C=1C=NC2=CC=CC=C2C1 ((±)-2 -formylmethylene-N-methyl-1-(quinolin-3 -yl)cyclohexane carbothioamide), [BH4-].[Na+] (sodium borohydride), C(C)(=O)OCC (Ethyl acetate), O (water). Solvent: CO (methanol). Run at time 45 minute. Product: OCC=C1C(CCCC1)(C(NC)=S)C=1C=NC2=CC=CC=C2C1 ((±)-2 -hydroxyethylidene-N-methyl-1-(quinolin-3-yl) cyclohexane carbothioamide). Isolated yield 67.4%. Reaction SMILES: [CH:1]([CH:3]=[C:4]1[CH2:9][CH2:8][CH2:7][CH2:6][C:5]1([C:14]1[CH:15]=[N:16][C:17]2[C:22]([CH:23]=1)=[CH:21][CH:20]=[CH:19][CH:18]=2)[C:10](=[S:13])[NH:11][CH3:12])=[O:2].[BH4-].[Na+].C(OCC)(=O)C.O>CO>[OH:2][CH2:1][CH:3]=[C:4]1[CH2:9][CH2:8][CH2:7][CH2:6][C:5]1([C:14]1[CH:15]=[N:16][C:17]2[C:22]([CH:23]=1)=[CH:21][CH:20]=[CH:19][CH:18]=2)[C:10](=[S:13])[NH:11][CH3:12] |f:1.2|. Reported procedure: A solution of (±)-2 -formylmethylene-N-methyl-1-(quinolin-3 -yl)cyclohexane carbothioamide (150 mg, 0.46 mmol) at room temperature in methanol (5 ml) was treated with sodium borohydride (20 mg, 0.5 mmol). The mixture was stirred at room temperature for 45 mins. Ethyl acetate (20 ml) and then water (20 ml) were added to the reaction mixture. The layers were separated and the organic extract was dried over magnesium sulphate. Concentration in vacuo yielded a crude solid which was purified by flash... Starting materials: O (water), OC=1C=C2C=CNC2=CC1 (5-hydroxyindole), ClCC1=NC2=CC=CC=C2C=C1 (2-chloromethylquinoline), C([O-])([O-])=O.[K+].[K+] (potassium carbonate). Run in CN(C=O)C (N,N-dimethyl formamide). Reaction conditions: temperature 80 celsius, time 4 hour. Product: N1=C(C=CC2=CC=CC=C12)COC=1C=C2C=CNC2=CC1 (5-(2-Quinolylmethoxy)indole). Isolated yield 48.5%. Reaction SMILES: [OH:1][C:2]1[CH:3]=[C:4]2[C:8](=[CH:9][CH:10]=1)[NH:7][CH:6]=[CH:5]2.Cl[CH2:12][C:13]1[CH:22]=[CH:21][C:20]2[C:15](=[CH:16][CH:17]=[CH:18][CH:19]=2)[N:14]=1.C(=O)([O-])[O-].[K+].[K+].O>CN(C)C=O>[N:14]1[C:15]2[C:20](=[CH:19][CH:18]=[CH:17][CH:16]=2)[CH:21]=[CH:22][C:13]=1[CH2:12][O:1][C:2]1[CH:3]=[C:4]2[C:8](=[CH:9][CH:10]=1)[NH:7][CH:6]=[CH:5]2 |f:2.3.4|. Reported procedure: A mixture of 5-hydroxyindole (5.0 g), 2-chloromethylquinoline (7.0 g) and potassium carbonate (10.0 g) in N,N-dimethyl formamide (50 ml) was stirred at 80° C. for 4 hours. The cooled mixture was poured into water, and extracted with ethyl acetate. The combined organic layers were washed with water, dried over magnesium sulfate, and concentrated in vacuo. The crude product was recrystallized from ethanol to yield the title product (5.0 g), m.p. 134°-137° C. Starting materials: BrC=1C=C2C=3N(C(C(NC3C1)=O)=O)C(CC2)CC(=O)O (9-bromo-5-carboxymethyl-6,7-dihydro-1H, 5H-pyrido[1,2,3-de]quinoxaline-2,3-dione), C(C)(=O)NC1=CC=C(N)C=C1 (p-acetylaminoaniline). Yields the product BrC=1C=C2C=3N(C(C(NC3C1)=O)=O)C(CC2)CC(NC2=CC=C(C=C2)NC(C)=O)=O (9-Bromo-5-(p-acetylaminophenylcarbamoylmethyl)-6,7-dihydro-1H, 5H-pyrido[1,2,3-de]quinoxaline-2,3-dione). Yield: 91.6%. Reaction SMILES: [Br:1][C:2]1[CH:3]=[C:4]2[CH2:16][CH2:15][CH:14]([CH2:17][C:18]([OH:20])=O)[N:6]3[C:7](=[O:13])[C:8](=[O:12])[NH:9][C:10]([CH:11]=1)=[C:5]23.[C:21]([NH:24][C:25]1[CH:31]=[CH:30][C:28]([NH2:29])=[CH:27][CH:26]=1)(=[O:23])[CH3:22]>>[Br:1][C:2]1[CH:3]=[C:4]2[CH2:16][CH2:15][CH:14]([CH2:17][C:18](=[O:20])[NH:29][C:28]3[CH:27]=[CH:26][C:25]([NH:24][C:21](=[O:23])[CH3:22])=[CH:31][CH:30]=3)[N:6]3[C:7](=[O:13])[C:8](=[O:12])[NH:9][C:10]([CH:11]=1)=[C:5]23. Procedure details: A procedure similar to that described in Example 5 was carried out with 9-bromo-5-carboxymethyl-6,7-dihydro-1H, 5H-pyrido[1,2,3-de]quinoxaline-2,3-dione (150 mg, 0.44 mmol) and p-acetylaminoaniline (75 mg, 0.5 mmol) to give 190 mg of the title compound (91%): mp>270° C.; 1H NMR (270 MHz, DMSO-d6) δ12.06 (s, 1H), 9.94 (s, 1H), 9.87 (s, 1H), 7.44~7.52 (m, 4H), 7.23 (bs, 1H), 7.17 (bs, 1H), 5.18~5.26 (m, 1H), 3.07 (ddd, 1H, J=17.1, 13.5, 4.5 Hz), 2.83 (dm, 1H, J=17.1 Hz), 2.55~2.64 (m, 2H), 2.10 (d...